Dataset: the Open Reaction Database (ORD), a public repository of structured organic reaction records. Task: describe an organic reaction: reactants, conditions, products, and yield The reactants are COC=1C=C(CN)C=C(C1)OC (3,5-dimethoxybenzylamine), C(C)OC(=O)C=1C(C2=C(N=C(N=C2)S(=O)(=O)C)N(C1)C=1C=C2CCCC2=CC1)=O (8-indan-5-yl-2-methanesulfonyl-5-oxo-5,8-dihydro-pyrido[2,3-d]pyrimidine-6-carboxylic acid ethyl ester). Yields the product C(C)OC(=O)C=1C(C2=C(N=C(N=C2)NCC2=CC(=CC(=C2)OC)OC)N(C1)C=1C=C2CCCC2=CC1)=O (2-(3,5-Dimethoxy-benzylamino)-8-indan-5-yl-5-oxo-5,8-dihydro-pyrido[2,3-d]pyrimidine-6-carboxylic acid ethyl ester). Reaction SMILES: [CH3:1][O:2][C:3]1[CH:4]=[C:5]([CH:8]=[C:9]([O:11][CH3:12])[CH:10]=1)[CH2:6][NH2:7].[CH2:13]([O:15][C:16]([C:18]1[C:19](=[O:41])[C:20]2[CH:25]=[N:24][C:23](S(C)(=O)=O)=[N:22][C:21]=2[N:30]([C:32]2[CH:33]=[C:34]3[C:38](=[CH:39][CH:40]=2)[CH2:37][CH2:36][CH2:35]3)[CH:31]=1)=[O:17])[CH3:14]>>[CH2:13]([O:15][C:16]([C:18]1[C:19](=[O:41])[C:20]2[CH:25]=[N:24][C:23]([NH:7][CH2:6][C:5]3[CH:8]=[C:9]([O:11][CH3:12])[CH:10]=[C:3]([O:2][CH3:1])[CH:4]=3)=[N:22][C:21]=2[N:30]([C:32]2[CH:33]=[C:34]3[C:38](=[CH:39][CH:40]=2)[CH2:37][CH2:36][CH2:35]3)[CH:31]=1)=[O:17])[CH3:14]. Procedure details: Using the procedure outlined in Example 1 Step F, the title compound was prepared from 3,5-dimethoxybenzylamine and 8-indan-5-yl-2-methanesulfonyl-5-oxo-5,8-dihydro-pyrido[2,3-d]pyrimidine-6-carboxylic acid ethyl ester (10 mg, 0.02 mmol). 10 mg of 2-(3,5-Dimethoxy-benzylamino)-8-indan-5-yl-5-oxo-5,8-dihydro-pyrido[2,3-d]pyrimidine-6-carboxylic acid ethyl ester was obtained as a white solid. 1H NMR (400 MHz, CDCl3) δ (ppm): 9.27 (s, 1H), 8.47 (s, 1H), 7.30 (d, J=7.8 Hz, 1H), 7.19 (s, 1H), 7.09 (d... Starting materials: COC(=O)C1(N)CCCCCC1, Cl, Cc1cccc(CCOc2cc(C(=O)O)cc3c2OCO3)c1. Yields the product COC(=O)C1(NC(=O)c2cc(OCCc3cccc(C)c3)c3c(c2)OCO3)CCCCCC1. Reaction SMILES: [CH3:24][O:25][C:26](=[O:27])[C:28]1([NH2:35])[CH2:29][CH2:30][CH2:31][CH2:32][CH2:33][CH2:34]1.[ClH:23].[c:1]1([CH3:22])[cH:2][c:3]([CH2:7][CH2:8][O:9][c:10]2[cH:11][c:12]([C:19](=[O:20])[OH:21])[cH:13][c:14]3[c:15]2[O:16][CH2:17][O:18]3)[cH:4][cH:5][cH:6]1>>[c:1]1([CH3:22])[cH:2][c:3]([CH2:7][CH2:8][O:9][c:10]2[cH:11][c:12]([C:19](=[O:21])[NH:35][C:28]3([C:26]([O:25][CH3:24])=[O:27])[CH2:29][CH2:30][CH2:31][CH2:32][CH2:33][CH2:34]3)[cH:13][c:14]3[c:15]2[O:16][CH2:17][O:18]3)[cH:4][cH:5][cH:6]1. Reactants: C(C)OC(=O)C=1NC(=C2C=C(C=CC12)Cl)C1=CC=CC=C1 (5-chloro-3-phenylisoindole-1-carboxylic acid ethyl ester), ice water, [Cl-].[Na+] (sodium chloride), [H-].[Na+] (sodium hydride), BrCCC(CCBr)(C)C (1,5-dibromo-3,3-dimethylpentane). The solvent is CN(C=O)C (dimethylformamide). Conditions: temperature 60 celsius, time 15 minute. Yields the product C(C)OC(=O)C=1N(C(=C2C=C(C=CC12)Cl)C1=CC=CC=C1)CCC(CCBr)(C)C (2-(5-bromo-3,3-dimethylpentyl)-5-chloro-3-phenylisoindole-1-carboxylic acid ethyl ester). Reaction SMILES: [CH2:1]([O:3][C:4]([C:6]1[NH:7][C:8]([C:16]2[CH:21]=[CH:20][CH:19]=[CH:18][CH:17]=2)=[C:9]2[C:14]=1[CH:13]=[CH:12][C:11]([Cl:15])=[CH:10]2)=[O:5])[CH3:2].[H-].[Na+].[Br:24][CH2:25][CH2:26][C:27]([CH3:32])([CH3:31])[CH2:28][CH2:29]Br.[Cl-].[Na+]>CN(C)C=O>[CH2:1]([O:3][C:4]([C:6]1[N:7]([CH2:29][CH2:28][C:27]([CH3:32])([CH3:31])[CH2:26][CH2:25][Br:24])[C:8]([C:16]2[CH:21]=[CH:20][CH:19]=[CH:18][CH:17]=2)=[C:9]2[C:14]=1[CH:13]=[CH:12][C:11]([Cl:15])=[CH:10]2)=[O:5])[CH3:2] |f:1.2,4.5|. Procedure details: A solution of 24 g. of 5-chloro-3-phenylisoindole-1-carboxylic acid ethyl ester in 480 ml. of dimethylformamide is treated under argon at -10° C. with 0.16 mol. of sodium hydride (7.0 g. of a 55% dispersion in mineral oil) and then stirred in an ice-bath for 15 minutes. To this, 62 g. of 1,5-dibromo-3,3-dimethylpentane are added in one batch at -5° C., the mixture is then stirred for 1 hour at room temperature and subsequently heated for 18 hours at 60° C. After cooling, the mixture is poured in... Reactants: COC=1C(=C2C=CNC2=CC1)CN(C)C (1-(5-methoxy-1H-indol-4-yl)-N,N-dimethylmethanamine), COC=1C(=C2C=CNC2=CC1)CN(C)C (1-(5-methoxy-1H-indol-4-yl)-N,N-dimethylmethanamine), CN(C)C=O (DMF), FC1=C(C=C(C=C1)S(=O)(=O)Cl)C(F)(F)F (4-fluoro-3-(trifluoromethyl)benzenesulphonyl chloride). Conditions: time 15 minute. The product is FC1=C(C=C(C=C1)S(=O)(=O)N1C=CC2=C(C(=CC=C12)OC)CN(C)C)C(F)(F)F (1-(1-{[4-Fluoro-3-(trifluoromethyl)phenyl]sulfonyl}-5-methoxy-1H-indol-4-yl)-N,N-dimethylmethanamine). The yield is 10.0%. Reaction SMILES: [CH3:1][O:2][C:3]1[C:4]([CH2:12][N:13]([CH3:15])[CH3:14])=[C:5]2[C:9](=[CH:10][CH:11]=1)[NH:8][CH:7]=[CH:6]2.CN(C=O)C.[F:21][C:22]1[CH:27]=[CH:26][C:25]([S:28](Cl)(=[O:30])=[O:29])=[CH:24][C:23]=1[C:32]([F:35])([F:34])[F:33]>>[F:21][C:22]1[CH:27]=[CH:26][C:25]([S:28]([N:8]2[C:9]3[C:5](=[C:4]([CH2:12][N:13]([CH3:14])[CH3:15])[C:3]([O:2][CH3:1])=[CH:11][CH:10]=3)[CH:6]=[CH:7]2)(=[O:29])=[O:30])=[CH:24][C:23]=1[C:32]([F:35])([F:33])[F:34]. Procedure details: To a solution of 1-(5-methoxy-1H-indol-4-yl)-N,N-dimethylmethanamine (15 mg, 0.07 mmol; Intermediate 97) in DMF (1 mL) NaH (4 mg, 0.15 mmol) was added at rt. The reaction mixture was stirred at rt for 15 min and 4-fluoro-3-(trifluoromethyl)benzenesulphonyl chloride (29 mg, 0.11 mmol) was added. The reaction mixture was allowed to stir at rt over night. The reaction was quenched by addition of water. Purification by preparative HPLC/UV (System B) afforded the title product (3 mg, 8%) as a white s... The reactants are ClC(Cl)Cl, [Na+], O=C([O-])O, CN1C(=O)CC(c2ccccc2)C1C(O)c1ccc(-c2cccnc2)s1, O=C(OO)c1cccc(Cl)c1. Product: CN1C(=O)CC(c2ccccc2)C1C(O)c1ccc(-c2ccc[n+]([O-])c2)s1. RXN SMILES: [Cl:43][CH:44]([Cl:45])[Cl:46].[Na+:42].[O-:38][C:39]([OH:40])=[O:41].[OH:1][CH:2]([CH:3]1[CH:4]([c:10]2[cH:11][cH:12][cH:13][cH:14][cH:15]2)[CH2:5][C:6](=[O:9])[N:7]1[CH3:8])[c:16]1[s:17][c:18](-[c:21]2[cH:22][n:23][cH:24][cH:25][cH:26]2)[cH:19][cH:20]1.[OH:27][O:28][C:29]([c:30]1[cH:31][c:32]([Cl:33])[cH:34][cH:35][cH:36]1)=[O:37]>>[OH:1][CH:2]([CH:3]1[CH:4]([c:10]2[cH:11][cH:12][cH:13][cH:14][cH:15]2)[CH2:5][C:6](=[O:9])[N:7]1[CH3:8])[c:16]1[s:17][c:18](-[c:21]2[cH:22][n+:23]([O-:27])[cH:24][cH:25][cH:26]2)[cH:19][cH:20]1. The reactants are Cl (HCl), C(CCC)NS(=O)(=O)CC1=CC=C(C=C1)Cl (N-butyl-1-(4-chlorophenyl)methanesulfonamide), CC(C)([O-])C.[K+] (Potassium tert-butoxide), C(C(=O)[O-])(=O)OCC (Ethyl oxalate). The solvent is C1CCOC1 (THF). Reaction conditions: temperature 150 celsius. Yields the product C(CCC)N1S(C(=C(C1=O)O)C1=CC=C(C=C1)Cl)(=O)=O (2-Butyl-5-(4-chlorophenyl)-4-hydroxyisothiazol-3(2H)-one 1,1-dioxide). Isolated yield 60.0%. As a reaction SMILES: [CH2:1]([NH:5][S:6]([CH2:9][C:10]1[CH:15]=[CH:14][C:13]([Cl:16])=[CH:12][CH:11]=1)(=[O:8])=[O:7])[CH2:2][CH2:3][CH3:4].[C:17](OCC)(=[O:21])[C:18]([O-])=[O:19].CC(C)([O-])C.[K+].Cl>C1COCC1>[CH2:1]([N:5]1[C:18](=[O:19])[C:17]([OH:21])=[C:9]([C:10]2[CH:11]=[CH:12][C:13]([Cl:16])=[CH:14][CH:15]=2)[S:6]1(=[O:8])=[O:7])[CH2:2][CH2:3][CH3:4] |f:2.3|. Reported procedure: The reaction was done in two vials. In each vial: N-butyl-1-(4-chlorophenyl)methanesulfonamide (0.5 g, 1.91 mmol) was dissolved in THF (3 mL). Ethyl oxalate (0.335 g, 2.29 mmol) was added. The mixture was cooled in an ice-bath. Potassium tert-butoxide (0.28 g, 2.48 mmol)) was added under nitrogen atmosphere. The mixture was heated in a microwave reactor at 150° C. for 10 mins. It was then cooled in an ice-bath. HCl (10%, ca.1 mL) was added, pH˜1. The mixtures of the two vials were combined and e...